Dataset: the Open Reaction Database (ORD), a public repository of structured organic reaction records. Task: describe an organic reaction: reactants, conditions, products, and yield The reactants are O=C([O-])O, ClCCl, NC1C(=O)NC1S(=O)(=O)c1ccccc1, [Na+], O=C(Cl)COc1ccccc1, O. Yields the product O=C(COc1ccccc1)NC1C(=O)NC1S(=O)(=O)c1ccccc1. Reaction SMILES: [C:16](=[O:17])([OH:18])[O-:19].[Cl:21][CH2:22][Cl:23].[NH2:1][CH:2]1[C:3](=[O:15])[NH:4][CH:5]1[S:6](=[O:7])(=[O:8])[c:9]1[cH:10][cH:11][cH:12][cH:13][cH:14]1.[Na+:20].[O:24]([c:25]1[cH:26][cH:27][cH:28][cH:29][cH:30]1)[CH2:31][C:32](=[O:33])[Cl:34].[OH2:35]>>[NH:1]([CH:2]1[C:3](=[O:15])[NH:4][CH:5]1[S:6](=[O:7])(=[O:8])[c:9]1[cH:10][cH:11][cH:12][cH:13][cH:14]1)[C:32]([CH2:31][O:24][c:25]1[cH:26][cH:27][cH:28][cH:29][cH:30]1)=[O:33]. Reactants: [Cl-].N[P+](N(C)C)(N(C)C)N(C)C (Aminotris(dimethylamino)phosphonium chloride), [OH-] (hydroxide), alkali metal, alkaline earth metal, [Cl-].N[P+](N(C)C)(N(C)C)N(C)C (aminotris(dimethylamino)phosphonium chloride), [OH-] (hydroxide), alkali metal, alkaline earth metal. Product: N=P(N(C)C)(N(C)C)N(C)C (iminotris(dimethylamino)phosphorane). Reaction SMILES: [Cl-].[NH2:2][P+:3]([N:10]([CH3:12])[CH3:11])([N:7]([CH3:9])[CH3:8])[N:4]([CH3:6])[CH3:5].[OH-]>>[NH:2]=[P:3]([N:4]([CH3:6])[CH3:5])([N:10]([CH3:12])[CH3:11])[N:7]([CH3:9])[CH3:8] |f:0.1|. Procedure details: A process is provided for preparing iminotris(dimethylamino)phosphorane at high purity and high yield from aminotris(dimethylamino)phosphonium chloride. Aminotris(dimethylamino)phosphonium chloride is first reacted with an aqueous solution of the hydroxide of an alkali metal or alkaline earth metal in the presence of a solvent in which the chloride and hydroxide of the alkali metal or alkaline earth metal are sparingly soluble, whereby iminotris(dimethylamino)phosphorane is formed. After water i...